This data is from the Open Reaction Database (ORD), a public repository of structured organic reaction records. The task is: describe an organic reaction: reactants, conditions, products, and yield Starting materials: C(C)N1N=C2C(NC=3C=CC=CC3C2=C1C=O)=O (2-Ethyl-4-oxo-4,5-dihydro-2H-pyrazolo[3,4-c]quinoline-1-carbaldehyde), [OH-].[NH4+] (ammonium hydroxide), P(=O)(Cl)(Cl)Cl (phosphorus oxychloride). Run at temperature 100 celsius, time 20 minute. Yields the product ClC1=NC=2C=CC=CC2C=2C1=NN(C2C=O)CC (4-chloro-2-ethyl-2H-pyrazolo[3,4-c]quinoline-1-carbaldehyde). Reaction SMILES: [CH2:1]([N:3]1[C:15]([CH:16]=[O:17])=[C:14]2[C:5]([C:6](=O)[NH:7][C:8]3[CH:9]=[CH:10][CH:11]=[CH:12][C:13]=32)=[N:4]1)[CH3:2].[OH-].[NH4+].P(Cl)(Cl)([Cl:23])=O>>[Cl:23][C:6]1[C:5]2=[N:4][N:3]([CH2:1][CH3:2])[C:15]([CH:16]=[O:17])=[C:14]2[C:13]2[CH:12]=[CH:11][CH:10]=[CH:9][C:8]=2[N:7]=1 |f:1.2|. Procedure: 2-Ethyl-4-oxo-4,5-dihydro-2H-pyrazolo[3,4-c]quinoline-1-carbaldehyde (1 g) was combined with phosphorus oxychloride (10 mL) and heated at 100° C. for 30 minutes. The reaction mixture was cooled to ambient temperature, poured into a mixture of ammonium hydroxide and ice, and then stirred for 20 minutes. A solid was isolated by filtration and air dried to provide 4-chloro-2-ethyl-2H-pyrazolo[3,4-c]quinoline-1-carbaldehyde as a white powder. MS (APCI) m/z 260 (M+H)+. Reactants: O=C=O, C1CCOC1, C#CCN1CCOCC1, CC#N, CON(C)C(C)=O, CC(C)[Mg+], [Cl-]. Product: CC(=O)C#CCN1CCOCC1. Reaction SMILES: [C:4](=[O:5])=[O:6].[CH2:28]1[O:29][CH2:30][CH2:31][CH2:32]1.[CH2:7]([C:8]#[CH:9])[N:10]1[CH2:11][CH2:12][O:13][CH2:14][CH2:15]1.[CH3:1][C:2]#[N:3].[CH3:21][O:22][N:23]([C:24]([CH3:25])=[O:26])[CH3:27].[CH:17]([Mg+:18])([CH3:19])[CH3:20].[Cl-:16]>>[CH2:7]([C:8]#[C:9][C:24]([CH3:25])=[O:26])[N:10]1[CH2:11][CH2:12][O:13][CH2:14][CH2:15]1. The reactants are FC1=CC=C(CN(C2=NC=CC=C2)CCN(CCCCCCN)C)C=C1 (N-[2-[N-(4-fluorobenzyl)-N-(2-pyridyl)amino]ethyl]-N-methyl-1,6-hexanediamine), C(=O)(N1C=NC=C1)N1C=NC=C1 (1,1'-carbonyldiimidazole), N(C(=N)N)C=1SC=C(N1)CSCCN (2-[[(2-guanidino-4-thiazolyl)methyl]thio]ethaneamine). Yields the product FC1=CC=C(CN(C2=NC=CC=C2)CCN(C)CCCCCCNC(=O)NCCSCC=2N=C(SC2)NC(=N)N)C=C1 (N-[6-[N-[2-[N-(4-fluorobenzyl)-N-(2-pyridyl)amino]ethyl]-N-methylamino]hexyl]-N'-[2-[[(2-guanidino-4-thiazolyl)methyl]thio]ethyl]urea). RXN SMILES: [F:1][C:2]1[CH:26]=[CH:25][C:5]([CH2:6][N:7]([CH2:14][CH2:15][N:16]([CH3:24])[CH2:17][CH2:18][CH2:19][CH2:20][CH2:21][CH2:22][NH2:23])[C:8]2[CH:13]=[CH:12][CH:11]=[CH:10][N:9]=2)=[CH:4][CH:3]=1.[C:27](N1C=CN=C1)(N1C=CN=C1)=[O:28].[NH:39]([C:43]1[S:44][CH:45]=[C:46]([CH2:48][S:49][CH2:50][CH2:51][NH2:52])[N:47]=1)[C:40]([NH2:42])=[NH:41]>>[F:1][C:2]1[CH:26]=[CH:25][C:5]([CH2:6][N:7]([CH2:14][CH2:15][N:16]([CH2:17][CH2:18][CH2:19][CH2:20][CH2:21][CH2:22][NH:23][C:27]([NH:52][CH2:51][CH2:50][S:49][CH2:48][C:46]2[N:47]=[C:43]([NH:39][C:40]([NH2:42])=[NH:41])[S:44][CH:45]=2)=[O:28])[CH3:24])[C:8]2[CH:13]=[CH:12][CH:11]=[CH:10][N:9]=2)=[CH:4][CH:3]=1. Procedure details: Preparation is effected analogously to Example 63, using 0.50 g (1.4 mmol) of N-[2-[N-(4-fluorobenzyl)-N-(2-pyridyl)amino]ethyl]-N-methyl-1,6-hexanediamine and the equimolar amounts of 1,1'-carbonyldiimidazole and 2-[[(2-guanidino-4-thiazolyl)methyl]thio]ethaneamine as starting materials. Working up by chromatography analogously to Example 63 yields the purified title compound in the form of a viscous oil; MS (+FAB method): m/z (rel. int. [%])=616 ([M+H]+, 12), 229 (100); IR (KBr): 1640 cm-1 (C=... The reactants are C(C)(=O)O.C(C)(=O)O.C(C1=CC=CC=C1)NCCNCC1=CC=CC=C1 (N,N'-dibenzylethylenediamine diacetate), CC12S[C@H]3N(C1(C(=O)OCC(Cl)(Cl)Cl)C2)C(C3NC(C(OC3=C(C=CC=C3)Cl)C3=CC=CC=C3)=O)=O (2,2,2-trichloroethyl 2-methyl-2,3-methylene-6-[2-phenyl-2-(2-chlorophenoxy)acetamido]penam-3-carboxylate). The reagents and catalysts are [Zn] (zinc). The solvent is O (water), CO (methanol), CO (methanol), CN(C=O)C (dimethylformamide), C(C)(=O)O (acetic acid). Conditions: time 1.5 hour. Product: C(C1=CC=CC=C1)NCCNCC1=CC=CC=C1 (N,N'-dibenzylethylenediamine), CC12S[C@H]3N(C1(C(=O)O)C2)C(C3NC(C(OC3=C(C=CC=C3)Cl)C3=CC=CC=C3)=O)=O (2-methyl-2,3-methylene-6-[2-phenyl-2-(2-chlorophenoxy)acetamido]penam-3-carboxylic acid). Yield: 216.0%. As a reaction SMILES: [CH3:1][C:2]12[CH2:15][C:6]1([C:7]([O:9]CC(Cl)(Cl)Cl)=[O:8])[N:5]1[C:16](=[O:36])[CH:17]([NH:18][C:19](=[O:35])[CH:20]([C:29]3[CH:34]=[CH:33][CH:32]=[CH:31][CH:30]=3)[O:21][C:22]3[CH:27]=[CH:26][CH:25]=[CH:24][C:23]=3[Cl:28])[C@H:4]1[S:3]2.C(O)(=O)C.C(O)(=O)C.[CH2:45]([NH:52][CH2:53][CH2:54][NH:55][CH2:56][C:57]1[CH:62]=[CH:61][CH:60]=[CH:59][CH:58]=1)[C:46]1[CH:51]=[CH:50][CH:49]=[CH:48][CH:47]=1>CN(C)C=O.C(O)(=O)C.CO.O.[Zn]>[CH2:45]([NH:52][CH2:53][CH2:54][NH:55][CH2:56][C:57]1[CH:62]=[CH:61][CH:60]=[CH:59][CH:58]=1)[C:46]1[CH:47]=[CH:48][CH:49]=[CH:50][CH:51]=1.[CH3:1][C:2]12[CH2:15][C:6]1([C:7]([OH:9])=[O:8])[N:5]1[C:16](=[O:36])[CH:17]([NH:18][C:19](=[O:35])[CH:20]([C:29]3[CH:34]=[CH:33][CH:32]=[CH:31][CH:30]=3)[O:21][C:22]3[CH:27]=[CH:26][CH:25]=[CH:24][C:23]=3[Cl:28])[C@H:4]1[S:3]2 |f:1.2.3|. Procedure: To a solution of 2,2,2-trichloroethyl 2-methyl-2,3-methylene-6-[2-phenyl-2-(2-chlorophenoxy)acetamido]penam-3-carboxylate (1.18 g.) in a mixture of dimethylformamide (5 ml.) and acetic acid (1.5 ml.) was added zinc powder (1.2 g.) under ice-cooling, and the mixture was stirred for 1.5 hours. After the reaction, the residue (0.65 g.) obtained by post-treating the reaction mixture in the similar manner as described in Example 1 was dissolved in methanol (2 ml.) and a solution of N,N'-dibenzylethyl... Starting materials: O=C1CCC(=O)N1Br, ClC(Cl)(Cl)Cl, COc1ccc(C)nc1[N+](=O)[O-], CC(C)(C#N)N=NC(C)(C)C#N. The product is COc1ccc(CBr)nc1[N+](=O)[O-]. RXN SMILES: [Br:25][N:26]1[C:27](=[O:28])[CH2:29][CH2:30][C:31]1=[O:32].[C:33]([Cl:34])([Cl:35])([Cl:36])[Cl:37].[CH3:13][O:14][c:15]1[c:16]([N+:22](=[O:23])[O-:24])[n:17][c:18]([CH3:21])[cH:19][cH:20]1.[N:1]([C:2]([CH3:3])([CH3:4])[C:5]#[N:6])=[N:7][C:8]([CH3:9])([CH3:10])[C:11]#[N:12]>>[CH3:13][O:14][c:15]1[c:16]([N+:22](=[O:23])[O-:24])[n:17][c:18]([CH2:21][Br:25])[cH:19][cH:20]1. Starting materials: [Li]CCCC, CCCCCC, CO, C#CCN(CCOC)CCOC, O=C=O, C1CCOC1, O. Product: COCCN(CC#CC(=O)O)CCOC. RXN SMILES: [CH2:1]([Li:2])[CH2:3][CH2:4][CH3:5].[CH3:22][CH2:23][CH2:24][CH2:25][CH2:26][CH3:27].[CH3:33][OH:34].[CH3:6][O:7][CH2:8][CH2:9][N:10]([CH2:11][C:12]#[CH:13])[CH2:14][CH2:15][O:16][CH3:17].[O:18]=[C:19]=[O:20].[O:28]1[CH2:29][CH2:30][CH2:31][CH2:32]1.[OH2:21]>>[CH3:6][O:7][CH2:8][CH2:9][N:10]([CH2:11][C:12]#[C:13][C:19](=[O:18])[OH:20])[CH2:14][CH2:15][O:16][CH3:17].